Dataset: the Open Reaction Database (ORD), a public repository of structured organic reaction records. Task: describe an organic reaction: reactants, conditions, products, and yield Starting materials: ClC(Cl)(Cl)Cl, CCCC[N+](CCCC)(CCCC)CCCC, COS(=O)(=O)OC, [I-], [Na+], [OH-], O, CC(O)=C(C(=O)OC(c1ccccc1)c1ccccc1)N1C(=O)C(NC(=O)COc2ccccc2)C1SS(=O)(=O)c1ccc(C)cc1. Product: COC(C)=C(C(=O)OC(c1ccccc1)c1ccccc1)N1C(=O)C(NC(=O)COc2ccccc2)C1SS(=O)(=O)c1ccc(C)cc1. RXN SMILES: [C:75]([Cl:76])([Cl:77])([Cl:78])[Cl:79].[CH2:58]([N+:59]([CH2:60][CH2:61][CH2:62][CH3:63])([CH2:64][CH2:65][CH2:66][CH3:67])[CH2:68][CH2:69][CH2:70][CH3:71])[CH2:72][CH2:73][CH3:74].[CH3:1][O:2][S:3]([O:4][CH3:5])(=[O:6])=[O:7].[I-:57].[Na+:56].[OH-:55].[OH2:80].[c:8]1([CH:14]([c:15]2[cH:16][cH:17][cH:18][cH:19][cH:20]2)[O:21][C:22]([C:23](=[C:24]([CH3:25])[OH:26])[N:27]2[C:28](=[O:53])[CH:29]([NH:42][C:43]([CH2:44][O:45][c:46]3[cH:47][cH:48][cH:49][cH:50][cH:51]3)=[O:52])[CH:30]2[S:31][S:32](=[O:33])(=[O:34])[c:35]2[cH:36][cH:37][c:38]([CH3:41])[cH:39][cH:40]2)=[O:54])[cH:9][cH:10][cH:11][cH:12][cH:13]1>>[CH3:1][O:26][C:24](=[C:23]([C:22]([O:21][CH:14]([c:8]1[cH:9][cH:10][cH:11][cH:12][cH:13]1)[c:15]1[cH:16][cH:17][cH:18][cH:19][cH:20]1)=[O:54])[N:27]1[C:28](=[O:53])[CH:29]([NH:42][C:43]([CH2:44][O:45][c:46]2[cH:47][cH:48][cH:49][cH:50][cH:51]2)=[O:52])[CH:30]1[S:31][S:32](=[O:33])(=[O:34])[c:35]1[cH:36][cH:37][c:38]([CH3:41])[cH:39][cH:40]1)[CH3:25]. The reactants are CC(NC(=O)OC(C)(C)C)C(=O)NC1CCN(Cc2ccccc2)C1, CO, [H][H], [OH-], [OH-], O, [Pd+2]. The product is CC(NC(=O)OC(C)(C)C)C(=O)NC1CCNC1. Reaction SMILES: [CH2:1]([c:2]1[cH:3][cH:4][cH:5][cH:6][cH:7]1)[N:8]1[CH2:9][CH:10]([NH:13][C:14]([CH:15]([CH3:16])[NH:17][C:18](=[O:19])[O:20][C:21]([CH3:22])([CH3:23])[CH3:24])=[O:25])[CH2:11][CH2:12]1.[CH3:29][OH:30].[H:27][H:28].[OH-:31].[OH-:33].[OH2:26].[Pd+2:32]>>[NH:8]1[CH2:9][CH:10]([NH:13][C:14]([CH:15]([CH3:16])[NH:17][C:18](=[O:19])[O:20][C:21]([CH3:22])([CH3:23])[CH3:24])=[O:25])[CH2:11][CH2:12]1. Reactants: C1(=CC=CC=C1)C (toluene), ligroin, CN(C1=C(C(=O)C2=C(C(=O)O)C=CC=C2)C=CC(=C1)N(C)C)C (2-(2,4-bis(dimethylamino)benzoyl)benzoic acid), CN(C=1C=C(NC(C)=O)C=CC1)C (m-(dimethylamino)acetanilide). The solvent is CCCCCC (hexane), CCCCCC (hexane), C(C)(=O)OCC (ethyl acetate). The product is CN(C1=C(C=CC(=C1)N(C)C)C1(OC(=O)C2=CC=CC=C12)C1=C(C=C(C=C1)N(C)C)NC(C)=O)C (3-(2,4-bis(dimethylamino)phenyl)-3-(2-acetamido-4-(dimethylamino)phenyl)phthalide). RXN SMILES: [CH3:1][N:2]([CH3:23])[C:3]1[CH:19]=[C:18]([N:20]([CH3:22])[CH3:21])[CH:17]=[CH:16][C:4]=1[C:5]([C:7]1[CH:15]=[CH:14][CH:13]=[CH:12][C:8]=1[C:9](O)=[O:10])=[O:6].[CH3:24][N:25]([CH3:36])[C:26]1[CH:27]=[C:28]([CH:33]=[CH:34][CH:35]=1)[NH:29][C:30](=[O:32])[CH3:31].C1(C)C=CC=CC=1>CCCCCC.C(OCC)(=O)C>[CH3:23][N:2]([CH3:1])[C:3]1[CH:19]=[C:18]([N:20]([CH3:21])[CH3:22])[CH:17]=[CH:16][C:4]=1[C:5]1([C:33]2[CH:34]=[CH:35][C:26]([N:25]([CH3:36])[CH3:24])=[CH:27][C:28]=2[NH:29][C:30](=[O:32])[CH3:31])[C:7]2[C:8](=[CH:12][CH:13]=[CH:14][CH:15]=2)[C:9](=[O:10])[O:6]1. Reported procedure: In a manner similar to that of part B of Example 3 condensation of 2-(2,4-bis(dimethylamino)benzoyl)benzoic acid (2.4 g.) and m-(dimethylamino)acetanilide (1.42 g.) and recrystallization of part of the product from a mixture of toluene, ligroin and hexane and part from a mixture of ethyl acetate and hexane afforded 3-(2,4-bis(dimethylamino)phenyl)-3-(2-acetamido-4-(dimethylamino)phenyl)phthalide (I: X = Y4 = (CH3)2N, Y2 = CH3CONH, Z4 = Z5 = Z6 = Z7 = H) (m.p. 97°-136° C.). Starting materials: c2ccc1cc5c(cc1c2)oc4cc3ccccc3cc45 (substrate), Br[Mg]c1ccccc1 (effective_coupling_partner). Conditions: temperature 80 celsius, time 2 hour. The product is c4c(c2cc1ccccc1cc2c3ccccc3)c(O)cc5ccccc45. Reactants: C(C)(C)(C)OC(=O)NC1CCN(CC1)C(=O)OC=1C=NC=CC1 (Pyridin-3-yl 4-[(tert-butoxycarbonyl)amino]piperidine-1-carboxylate), Cl.CCOC(=O)C (hydrogen chloride EtOAc). Run in C1CCOC1 (THF). Run at time 24 hour. The product is Cl.Cl.NC1CCN(CC1)C(=O)OC=1C=NC=CC1 (pyridin-3-yl 4-aminopiperidine-1-carboxylate dihydrochloride). RXN SMILES: C(OC([NH:8][CH:9]1[CH2:14][CH2:13][N:12]([C:15]([O:17][C:18]2[CH:19]=[N:20][CH:21]=[CH:22][CH:23]=2)=[O:16])[CH2:11][CH2:10]1)=O)(C)(C)C.[ClH:24].CCOC(C)=O>C1COCC1>[ClH:24].[ClH:24].[NH2:8][CH:9]1[CH2:10][CH2:11][N:12]([C:15]([O:17][C:18]2[CH:19]=[N:20][CH:21]=[CH:22][CH:23]=2)=[O:16])[CH2:13][CH2:14]1 |f:1.2,4.5.6|. Procedure details: Pyridin-3-yl 4-[(tert-butoxycarbonyl)amino]piperidine-1-carboxylate (0.249 g) was dissolved in THF (5.0 ml), and under ice cooling, 4 M hydrogen chloride/EtOAc solution (2.10 ml) was added thereto, followed by stirring at room temperature for 24 hours. The reaction solution was concentrated to dryness to obtain pyridin-3-yl 4-aminopiperidine-1-carboxylate dihydrochloride (0.280 g). Starting materials: C(C1=CC=CC=C1)SC=1C(CC(CC1O)(C)C)=O (2-benzylthio-3-hydroxy-5,5-dimethyl-2-cyclohexen-1-one), OO (hydrogen peroxide), ice water. The solvent is C(C)(=O)O (acetic acid). Run at time 22 hour. Product: C(C1=CC=CC=C1)S(=O)C=1C(CC(CC1O)(C)C)=O (2-Benzylsulfinyl-3-hydroxy-5,5-dimethyl-2-cyclohexen-1-one). Reaction SMILES: [CH2:1]([S:8][C:9]1[C:10](=[O:18])[CH2:11][C:12]([CH3:17])([CH3:16])[CH2:13][C:14]=1[OH:15])[C:2]1[CH:7]=[CH:6][CH:5]=[CH:4][CH:3]=1.[OH:19]O>C(O)(=O)C>[CH2:1]([S:8]([C:9]1[C:14](=[O:15])[CH2:13][C:12]([CH3:16])([CH3:17])[CH2:11][C:10]=1[OH:18])=[O:19])[C:2]1[CH:3]=[CH:4][CH:5]=[CH:6][CH:7]=1. Procedure details: A solution of 10.3 g. (0.0391 mole) of 2-benzylthio-3-hydroxy-5,5-dimethyl-2-cyclohexen-1-one and 4.43 g. (0.0391 mole) of 30 percent hydrogen peroxide in 50 ml. of glacial acetic acid was allowed to stand at room temperature for 22 hours and was then poured into ice water and the mixture extracted with methylene chloride. The extract was dried over anhydrous sodium sulfate, filtered and the solvent removed by evaporation in vacuo, leaving 9.2 g. of amber viscous oil. After some difficulty in in...